From a dataset of the Open Reaction Database (ORD), a public repository of structured organic reaction records. describe an organic reaction: reactants, conditions, products, and yield Starting materials: Cl (HCl), ClC1=C(C=C(C=C1)C1=C(C=C(C(=C1)OC)N1C(C(=CC2=CC(=CC=C12)S(=O)(=O)OC1=C(C(=C(C(=C1F)F)F)F)F)OC)=O)F)C (perfluorophenyl 1-(4′-chloro-2-fluoro-5-methoxy-3′-methyl-[1,1′-biphenyl]-4-yl)-3-methoxy-2-oxo-1,2-dihydroquinoline-6-sulfonate), O1N=C(C=C1)N (isoxazol-3-amine), [Li+].C[Si](C)(C)[N-][Si](C)(C)C (LHMDS). Solvent: C1CCOC1 (THF). Reaction conditions: temperature 0 celsius, time 10 minute. Yields the product ClC1=C(C=C(C=C1)C1=C(C=C(C(=C1)OC)N1C(C(=CC2=CC(=CC=C12)S(=O)(=O)NC1=NOC=C1)OC)=O)F)C (1-(4′-chloro-2-fluoro-5-methoxy-3′-methyl-[1,1′-biphenyl]-4-yl)-N-(isoxazol-3-yl)-3-methoxy-2-oxo-1,2-dihydroquinoline-6-sulfonamide). Isolated yield 97.0%. Reaction SMILES: [Cl:1][C:2]1[CH:7]=[CH:6][C:5]([C:8]2[CH:13]=[C:12]([O:14][CH3:15])[C:11]([N:16]3[C:25]4[C:20](=[CH:21][C:22]([S:26](OC5C(F)=C(F)C(F)=C(F)C=5F)(=[O:28])=[O:27])=[CH:23][CH:24]=4)[CH:19]=[C:18]([O:41][CH3:42])[C:17]3=[O:43])=[CH:10][C:9]=2[F:44])=[CH:4][C:3]=1[CH3:45].[O:46]1[CH:50]=[CH:49][C:48]([NH2:51])=[N:47]1.[Li+].C[Si]([N-][Si](C)(C)C)(C)C.Cl>C1COCC1>[Cl:1][C:2]1[CH:7]=[CH:6][C:5]([C:8]2[CH:13]=[C:12]([O:14][CH3:15])[C:11]([N:16]3[C:25]4[C:20](=[CH:21][C:22]([S:26]([NH:51][C:48]5[CH:49]=[CH:50][O:46][N:47]=5)(=[O:27])=[O:28])=[CH:23][CH:24]=4)[CH:19]=[C:18]([O:41][CH3:42])[C:17]3=[O:43])=[CH:10][C:9]=2[F:44])=[CH:4][C:3]=1[CH3:45] |f:2.3|. Reported procedure: A flask was charged with perfluorophenyl 1-(4′-chloro-2-fluoro-5-methoxy-3′-methyl-[1,1′-biphenyl]-4-yl)-3-methoxy-2-oxo-1,2-dihydroquinoline-6-sulfonate (0.2262 g, 0.338 mmol) and isoxazol-3-amine (0.034 g, 0.405 mmol). A septum was attached and THF (3.4 ml) was added under N2 flow. The solution was cooled to 0° C. and LHMDS (0.709 ml, 0.709 mmol) was added to give a bright yellow solution. After 10 min, 5 mL of 1 N HCl was added and the mixture was partitioned between 1 N HCL (10 mL) and EtOAc... Starting materials: CSc1nnc(-c2ccc(C)cc2)c(-c2ccc(C)cc2)n1, CCO, OC1CCNCC1. Product: Cc1ccc(-c2nnc(N3CCC(O)CC3)nc2-c2ccc(C)cc2)cc1. Reaction SMILES: [CH3:1][S:2][c:3]1[n:4][n:5][c:6](-[c:16]2[cH:17][cH:18][c:19]([CH3:22])[cH:20][cH:21]2)[c:7](-[c:9]2[cH:10][cH:11][c:12]([CH3:15])[cH:13][cH:14]2)[n:8]1.[CH3:30][CH2:31][OH:32].[OH:23][CH:24]1[CH2:25][CH2:26][NH:27][CH2:28][CH2:29]1>>[c:3]1([N:27]2[CH2:26][CH2:25][CH:24]([OH:23])[CH2:29][CH2:28]2)[n:4][n:5][c:6](-[c:16]2[cH:17][cH:18][c:19]([CH3:22])[cH:20][cH:21]2)[c:7](-[c:9]2[cH:10][cH:11][c:12]([CH3:15])[cH:13][cH:14]2)[n:8]1. Starting materials: CCOC(=O)c1nc(C)ccc1Nc1cncnc1, Cc1cnc(N)s1. Product: Cc1ccc(Nc2cncnc2)c(C(=O)Nc2ncc(C)s2)n1. As a reaction SMILES: [CH2:1]([O:2][C:4](=[O:5])[c:6]1[n:7][c:8]([CH3:19])[cH:9][cH:10][c:11]1[NH:12][c:13]1[cH:14][n:15][cH:16][n:17][cH:18]1)[CH3:3].[NH2:20][c:21]1[s:22][c:23]([CH3:26])[cH:24][n:25]1>>[C:4](=[O:5])([c:6]1[n:7][c:8]([CH3:19])[cH:9][cH:10][c:11]1[NH:12][c:13]1[cH:14][n:15][cH:16][n:17][cH:18]1)[NH:20][c:21]1[s:22][c:23]([CH3:26])[cH:24][n:25]1. Starting materials: FC(C(=O)[O-])(F)C1=CC=CC=C1 (α,α-difluorophenylacetate), BrC1=CC=C(N(C)C)C=C1 (4-bromo-N,N-dimethylaniline), C(C)(C)(C)[Li] (tert-butyllithium), O (water). Solvent: O1CCCC1 (tetrahydrofuran), O1CCCC1 (tetrahydrofuran), CCCCC (pentane). Reaction conditions: temperature -30 celsius, time 0.5 hour. Yields the product FC(C(=O)C1=CC=C(C=C1)N(C)C)(C1=CC=CC=C1)F (2,2-difluoro-1-[4-(dimethylamino)phenyl]-2-phenylethanone). Isolated yield 31.8%. RXN SMILES: Br[C:2]1[CH:10]=[CH:9][C:5]([N:6]([CH3:8])[CH3:7])=[CH:4][CH:3]=1.C([Li])(C)(C)C.[F:16][C:17]([C:22]1[CH:27]=[CH:26][CH:25]=[CH:24][CH:23]=1)([F:21])[C:18]([O-])=[O:19].O>O1CCCC1.CCCCC>[F:16][C:17]([F:21])([C:22]1[CH:23]=[CH:24][CH:25]=[CH:26][CH:27]=1)[C:18]([C:2]1[CH:10]=[CH:9][C:5]([N:6]([CH3:8])[CH3:7])=[CH:4][CH:3]=1)=[O:19]. Procedure: A solution of 4.0 g of 4-bromo-N,N-dimethylaniline in 50 ml of dry tetrahydrofuran at -78° C. was treated with 23.5 ml of 1.7M tert-butyllithium in pentane under nitrogen over 5 minutes with rapid stirring. After 0.5 hour, the slurry was warmed to -30° C. and added to a solution of 4.0 g of α,α-difluorophenylacetate in 50 ml of dry tetrahydrofuran at -78° C. After 1 hour at -78° C., the solution was allowed to warm to room temperature and stirred overnight. The solution was poured into water and... The reactants are stannous chloride hydrate, ClC=1C(=C2C=C(C(OC2=CC1)C(F)(F)F)C(=O)OCC)N=[N+]=[N-] (ethyl 6-chloro-5-azido-2-(trifluoromethyl)-2H-chromene-3-carboxylate). Run in CO (methanol). Reaction conditions: time 45 minute. Yields the product ClC=1C(=C2C=C(C(OC2=CC1)C(F)(F)F)C(=O)OCC)N (ethyl 6-chloro-5-amino-2-(trifluoromethyl)-2H-chromene-3-carboxylate). Yield: 61.8%. RXN SMILES: [Cl:1][C:2]1[C:3]([N:21]=[N+]=[N-])=[C:4]2[C:9](=[CH:10][CH:11]=1)[O:8][CH:7]([C:12]([F:15])([F:14])[F:13])[C:6]([C:16]([O:18][CH2:19][CH3:20])=[O:17])=[CH:5]2>CO>[Cl:1][C:2]1[C:3]([NH2:21])=[C:4]2[C:9](=[CH:10][CH:11]=1)[O:8][CH:7]([C:12]([F:15])([F:13])[F:14])[C:6]([C:16]([O:18][CH2:19][CH3:20])=[O:17])=[CH:5]2. Procedure details: To the suspension of stannous chloride hydrate (5.5 g, 24.1 mmol) in 150 mL of methanol was added at room temperature ethyl 6-chloro-5-azido-2-(trifluoromethyl)-2H-chromene-3-carboxylate (5.6 g, 16.1 mmol) in one portion. The reaction mixture gradually turned yellowish. After stirred at room temperature for about 45 min, the reaction turned a clear yellow solution. The volatiles were then removed. The residue was dissolved in EtOAc, and the resulting organic solution was washed with 5% sodium hy...